describe an organic reaction: reactants, conditions, products, and yield From a dataset of the Open Reaction Database (ORD), a public repository of structured organic reaction records. The reactants are crystals, S(=O)(=O)(C1=CC=C(C)C=C1)Cl (tosyl chloride), OCC1OC=CCC1 (2-hydroxymethyl-3,4-dihydro-2H-pyran). Run in N1=CC=CC=C1 (pyridine). Conditions: time 8 hour. Yields the product S(=O)(=O)(C1=CC=C(C)C=C1)OCC1OC=CCC1 (2-Tosyloxymethyl-3,4-dihydro-2H-pyran). Reaction SMILES: [OH:1][CH2:2][CH:3]1[CH2:8][CH2:7][CH:6]=[CH:5][O:4]1.[S:9](Cl)([C:12]1[CH:18]=[CH:17][C:15]([CH3:16])=[CH:14][CH:13]=1)(=[O:11])=[O:10]>N1C=CC=CC=1>[S:9]([O:1][CH2:2][CH:3]1[CH2:8][CH2:7][CH:6]=[CH:5][O:4]1)([C:12]1[CH:18]=[CH:17][C:15]([CH3:16])=[CH:14][CH:13]=1)(=[O:11])=[O:10]. Procedure details: Whilst cooling a solution of 14.2 g of 2-hydroxymethyl-3,4-dihydro-2H-pyran in 120 ml of pyridine on an ice-water bath at 0°-5° C., 28.4 g of crystals of tosyl chloride were added and the mixture was then stirred at room temperature overnight. The salt which precipitated with the aid of a Celite (Trademark) filter aid was separated by filtration and the filtrate was concentrated under reduced pressure. Water was added to the residue and the resulting mixture was extracted with diethyl ether. The... Reactants: Cl.Cl.NC1(CCNCC1)C(=O)O (4-amino-4-carboxypiperidine dihydrochloride), CO (methanol). The product is Cl.Cl.NC1(CCNCC1)C(=O)OC (4-amino-4-carbomethoxypiperidine dihydrochloride). As a reaction SMILES: [ClH:1].Cl.[NH2:3][C:4]1([C:10]([OH:12])=[O:11])[CH2:9][CH2:8][NH:7][CH2:6][CH2:5]1.[CH3:13]O>>[ClH:1].[ClH:1].[NH2:3][C:4]1([C:10]([O:12][CH3:13])=[O:11])[CH2:9][CH2:8][NH:7][CH2:6][CH2:5]1 |f:0.1.2,4.5.6|. Reported procedure: Into a heterogeneous mixture of 4-amino-4-carboxypiperidine dihydrochloride (61.0 g, 0.34 mmol) in methanol (600 mL) is bubbled hydrogen chloride gas at room temperature. The reaction mixture is concentrated to dryness in vacuo, dissolved in 1,4-dioxane (200 mL), and concentrated in vacuo. The residue is redissolved in methanol (1600 mL) into which hydrogen chloride gas is bubbled for 45 minutes. The reaction mixture is refluxed for 18 hours. Most of the solvent is then evaporated, the product i... Reactants: Br[Mg]c1ccccc1 (effective_coupling_partner), CCN(CC)C(=O)Oc1cccc(OC(=O)N(CC)CC)c1 (substrate). Reagents/catalysts: CC(O)c1ccccc1P(c2ccccc2)c3ccccc3. Conditions: temperature 25 celsius, time 7 hour. Yields the product CCN(CC)C(=O)Oc2cccc(c1ccccc1)c2.